Dataset: the Open Reaction Database (ORD), a public repository of structured organic reaction records. Task: describe an organic reaction: reactants, conditions, products, and yield Reaction SMILES: [CH3:46][CH2:47][N:48]=[C:49]=[N:50][CH2:51][CH2:52][CH2:53][N:54]([CH3:55])[CH3:56].[CH3:76][N:77]1[CH2:78][CH2:79][CH2:80][C:81]1=[O:82].[CH:67]([N:68]([CH:69]([CH3:70])[CH3:71])[CH2:72][CH3:73])([CH3:74])[CH3:75].[F:1][c:2]1[c:3]([C:22](=[O:23])[OH:24])[n:4][cH:5][cH:6][c:7]1[S:8][c:9]1[cH:10][n:11][c:12]([NH:14][c:15]2[n:16][cH:17][cH:18][c:19]([CH3:21])[cH:20]2)[s:13]1.[NH2:25][CH2:26][C:27]1([c:40]2[cH:41][cH:42][n:43][cH:44][cH:45]2)[CH2:28][CH2:29][N:30]([C:33](=[O:34])[O:35][C:36]([CH3:37])([CH3:38])[CH3:39])[CH2:31][CH2:32]1.[OH:57][n:58]1[c:59]2[c:60]([cH:61][cH:62][cH:63][cH:64]2)[n:65][n:66]1>>[F:1][c:2]1[c:3]([C:22](=[O:24])[NH:25][CH2:26][C:27]2([c:40]3[cH:41][cH:42][n:43][cH:44][cH:45]3)[CH2:28][CH2:29][N:30]([C:33](=[O:34])[O:35][C:36]([CH3:37])([CH3:38])[CH3:39])[CH2:31][CH2:32]2)[n:4][cH:5][cH:6][c:7]1[S:8][c:9]1[cH:10][n:11][c:12]([NH:14][c:15]2[n:16][cH:17][cH:18][c:19]([CH3:21])[cH:20]2)[s:13]1. Reactants: CCN=C=NCCCN(C)C, CN1CCCC1=O, CCN(C(C)C)C(C)C, Cc1ccnc(Nc2ncc(Sc3ccnc(C(=O)O)c3F)s2)c1, CC(C)(C)OC(=O)N1CCC(CN)(c2ccncc2)CC1, On1nnc2ccccc21. Product: Cc1ccnc(Nc2ncc(Sc3ccnc(C(=O)NCC4(c5ccncc5)CCN(C(=O)OC(C)(C)C)CC4)c3F)s2)c1. Product: COC=1C=C(C=CC1)C1C(C(C2=CC=CC=C12)C1=CC2=C(C=C1)OCO2)C(=O)O (1-(3-Methoxyphenyl)-3-(3,4-methylenedioxyphenyl)indane-2-carboxylic acid). The reagents and catalysts are [Pd] (palladium on activated carbon). Reaction SMILES: [CH3:1][O:2][C:3]1[CH:4]=[C:5]([CH:9]2[C:17]3[C:12](=[CH:13][CH:14]=[CH:15][CH:16]=3)[CH:11]([C:18]3[CH:23]=[CH:22][C:21]4[O:24][CH2:25][O:26][C:20]=4[CH:19]=3)[CH:10]2[C:27]([O-:29])=[O:28])[CH:6]=[CH:7][CH:8]=1.COC1C=C(C2C3C(=CC=CC=3)C(C3C=CC4OCOC=4C=3)=C2C(OCC)=O)C=CC=1>CCO.[Pd]>[CH3:1][O:2][C:3]1[CH:4]=[C:5]([CH:9]2[C:17]3[C:12](=[CH:13][CH:14]=[CH:15][CH:16]=3)[CH:11]([C:18]3[CH:23]=[CH:22][C:21]4[O:24][CH2:25][O:26][C:20]=4[CH:19]=3)[CH:10]2[C:27]([OH:29])=[O:28])[CH:6]=[CH:7][CH:8]=1. The yield is 94.0%. Procedure: Ethyl (1RS, 2RS, 3SR)-1-(3-Methoxyphenyl)-3-(3,4-methylenedioxyphenyl)indane-2-carboxylate. To a solution of ethyl (RS)-1-(3-methoxyphenyl)-3-(3,4-methylenedioxyphenyl)indene-2-carboxylate (45 mg, 0.11 mmol) in EtOH (3 ml) was added 10% palladium on activated carbon (45 mg). The resulting suspension was shaken on a Parr hydrogenator at 50 psi H2 overnight, then was filtered through a pad of Celite. The filtrate was concentrated under reduced pressure to afford the title compound (43 mg, 94%), wh... The reactants are COC=1C=C(C=CC1)C1C(=C(C2=CC=CC=C12)C1=CC2=C(C=C1)OCO2)C(=O)OCC (ethyl (RS)-1-(3-methoxyphenyl)-3-(3,4-methylenedioxyphenyl)indene-2-carboxylate), COC=1C=C(C=CC1)C1C(C(C2=CC=CC=C12)C1=CC2=C(C=C1)OCO2)C(=O)[O-] (1-(3-Methoxyphenyl)-3-(3,4-methylenedioxyphenyl)indane-2-carboxylate). Run in CCO (EtOH). Reaction conditions: time 8 hour. The reactants are N1=C(C=CC=C1)C(=O)NC(OC1=CC=CC=C1)=O (Phenyl picolinoylcarbamate), Cl.N1CCC(CC1)=CC=1C=C(OC2=NC=C(C=C2)C(F)(F)F)C=CC1 (2-(3-piperidin-4-ylidenemethyl-phenoxy)-5-trifluoromethyl-pyridine hydrochloride), C(C)(C)N(CC)C(C)C (diisopropylethyl amine). Run in C(C)#N (acetonitrile). Conditions: temperature 50 celsius. Yields the product FC(C=1C=CC(=NC1)OC=1C=C(C=C2CCN(CC2)C(=O)NC(=O)C2=NC=CC=C2)C=CC1)(F)F (N-{[4-(3-{[5-(trifluoromethyl)pyridin-2-yl]oxy}benzylidene)piperidin-1-yl]carbonyl}pyridine-2-carboxamide). The yield is 66.7%. As a reaction SMILES: [N:1]1[CH:6]=[CH:5][CH:4]=[CH:3][C:2]=1[C:7]([NH:9][C:10](=O)[O:11]C1C=CC=CC=1)=[O:8].Cl.[NH:20]1[CH2:25][CH2:24][C:23](=[CH:26][C:27]2[CH:28]=[C:29]([CH:41]=[CH:42][CH:43]=2)[O:30][C:31]2[CH:36]=[CH:35][C:34]([C:37]([F:40])([F:39])[F:38])=[CH:33][N:32]=2)[CH2:22][CH2:21]1.C(N(C(C)C)CC)(C)C>C(#N)C>[F:39][C:37]([F:40])([F:38])[C:34]1[CH:35]=[CH:36][C:31]([O:30][C:29]2[CH:28]=[C:27]([CH:43]=[CH:42][CH:41]=2)[CH:26]=[C:23]2[CH2:24][CH2:25][N:20]([C:10]([NH:9][C:7]([C:2]3[CH:3]=[CH:4][CH:5]=[CH:6][N:1]=3)=[O:8])=[O:11])[CH2:21][CH2:22]2)=[N:32][CH:33]=1 |f:1.2|. Procedure: Phenyl picolinoylcarbamate (145 mg, 0.599 mmol, from Step 1), 2-(3-piperidin-4-ylidenemethyl-phenoxy)-5-trifluoromethyl-pyridine hydrochloride (175 mg, 0.472 mmol) (from Example 1, Step 5), and diisopropylethyl amine (0.16 mL, 0.92 mmol) were combined in acetonitrile (5 mL) and warmed to 50° C. After 3 hours the mixture was cooled to room temperature and concentrated to form a residue. The residue was purified by silica gel chromatography (20-75% EtOAc in CH2Cl2) to provide the title compound (0... The reactants are FC(C1=CC=C(C#N)C=C1)(F)F (4-(trifluoromethyl)benzonitrile), OO (H2O2), C(=O)([O-])[O-].[K+].[K+] (K2CO3). Solvent: CS(=O)C (DMSO). Run at time 1 hour. Yields the product FC(C1=CC=C(C(=O)N)C=C1)(F)F (4-(trifluoromethyl)benzamide). The yield is 182.3%. Reaction SMILES: [F:1][C:2]([F:12])([F:11])[C:3]1[CH:10]=[CH:9][C:6]([C:7]#[N:8])=[CH:5][CH:4]=1.OO.C([O-])([O-])=[O:16].[K+].[K+]>CS(C)=O>[F:1][C:2]([F:11])([F:12])[C:3]1[CH:10]=[CH:9][C:6]([C:7]([NH2:8])=[O:16])=[CH:5][CH:4]=1 |f:2.3.4|. Reported procedure: To a cold solution of 4-(trifluoromethyl)benzonitrile (0.500 g, 2.92 mmol) in DMSO (6.0 mL) was added H2O2 (50%) (5 mL) at 0° C., followed by portion-wise addition of K2CO3 (0.121 g, 0.87 mmol). The reaction mass was allowed to attain RT and stirred for 1 h. The reaction mass was quenched in ice water and extracted with DCM and concentrated to afford 0.300 g of product. 1H NMR (400 MHz, DMSO d6): δ 7.60 (br s, 1H), 7.82 (d, J=7.5 Hz, 2H), 8.05 (d, J=6.6 Hz, 2H), 8.17 (br s, 1H); MS (m/z): 190.11... Starting materials: ClC1=C(C(=CC=C1)Cl)NC=1NC2=C(N1)C=C(C1=C2C=C(O1)C)C(=O)O (2-[(2,6-dichlorophenyl)amino]-7-methyl-1H-furo[3,2-e]benzimidazole-5-carboxylic acid), C1CCOC1 (THF), C1(CCCCC1)N (cyclohexyl amine), F[B-](F)(F)F.N1(N=NC2=C1C=CC=C2)OC(=[N+](C)C)N(C)C (O-(benzotriazol-1-yl)-N,N,N′,N′-tetramethyluronium tetrafluoroborate), TEA. Solvent: CN(C)C=O (DMF). Product: C1(CCCCC1)NC(=O)C=1C2=C(C3=C(N=C(N3)NC3=C(C=CC=C3Cl)Cl)C1)C=C(O2)C (N-Cyclohexyl-2-[(2,6-dichlorophenyl)amino]-7-methyl-1H-furo[3,2-e]benzimidazole-5-carboxamide). The yield is 13.3%. RXN SMILES: [Cl:1][C:2]1[CH:7]=[CH:6][CH:5]=[C:4]([Cl:8])[C:3]=1[NH:9][C:10]1[NH:11][C:12]2[C:18]3[CH:19]=[C:20]([CH3:22])[O:21][C:17]=3[C:16]([C:23]([OH:25])=O)=[CH:15][C:13]=2[N:14]=1.F[B-](F)(F)F.[N:31]1(OC(N(C)C)=[N+](C)C)[C:35]2[CH:36]=[CH:37][CH:38]=[CH:39][C:34]=2N=N1.C1COCC1.C1(N)CCCCC1>CN(C=O)C>[CH:35]1([NH:31][C:23]([C:16]2[C:17]3[O:21][C:20]([CH3:22])=[CH:19][C:18]=3[C:12]3[NH:11][C:10]([NH:9][C:3]4[C:2]([Cl:1])=[CH:7][CH:6]=[CH:5][C:4]=4[Cl:8])=[N:14][C:13]=3[CH:15]=2)=[O:25])[CH2:36][CH2:37][CH2:38][CH2:39][CH2:34]1 |f:1.2|. Reported procedure: The title compound was prepared following the procedure as described for Example-1 using 2-[(2,6-dichlorophenyl)amino]-7-methyl-1H-furo[3,2-e]benzimidazole-5-carboxylic acid (Intermediate-9, 0.050 g, 0.132 mmol), O-(benzotriazol-1-yl)-N,N,N′,N′-tetramethyluronium tetrafluoroborate (0.085 g, 0.265 mmol), TEA (1 mL), THF (5.0 mL), DMF (1.0 mL) and cyclohexyl amine (0.026 g, 0.265 mmol) to afford 0.008 g of the desired product. 1HNMR (DMSO-d6): δ 1.23-1.30 (m, 2H), 1.31-1.36 (m, 4H), 1.89 (m, 4H), ... Starting materials: C(C)(=O)O (acetic acid), C(C)(=O)C=1C=C2C(=NC1C)C=1N(C2=O)C(C(N1)(C(C)C)C)=O (7-acetyl-2,8-dimethyl-2-isopropyl-5H-imidazo[1',2':1,2]pyrrolo[3,4-b]-pyridine-3(2H),5-dione), [H-].[Na+] (sodium hydride), C(C1=CC=CO1)O (furfuryl alcohol). Run in O1CCCC1 (tetrahydrofuran), O1CCCC1 (tetrahydrofuran). Reaction conditions: time 8 hour. Product: C(C)(=O)C=1C(=NC(=C(C(=O)OCC2=CC=CO2)C1)C=1NC(C(N1)(C)C(C)C)=O)C (furfuryl 5-acetyl-2-(4-isopropyl-4-methyl-5-oxo-2-imidazolin-2-yl)-6 -methylnicotinate). Reaction SMILES: [C:1]([C:4]1[CH:5]=[C:6]2[C:13](=[O:14])[N:12]3[C:15](=[O:22])[C:16]([CH3:21])([CH:18]([CH3:20])[CH3:19])[N:17]=[C:11]3[C:7]2=[N:8][C:9]=1[CH3:10])(=[O:3])[CH3:2].[H-].[Na+].[CH2:25]([OH:31])[C:26]1[O:30][CH:29]=[CH:28][CH:27]=1.C(O)(=O)C>O1CCCC1>[C:1]([C:4]1[C:9]([CH3:10])=[N:8][C:7]([C:11]2[NH:12][C:15](=[O:22])[C:16]([CH:18]([CH3:19])[CH3:20])([CH3:21])[N:17]=2)=[C:6]([CH:5]=1)[C:13]([O:31][CH2:25][C:26]1[O:30][CH:29]=[CH:28][CH:27]=1)=[O:14])(=[O:3])[CH3:2] |f:1.2|. Procedure: A solution of 1.0 g of 7-acetyl-2,8-dimethyl-2-isopropyl-5H-imidazo[1',2':1,2]pyrrolo[3,4-b]-pyridine-3(2H),5-dione in 50 mL tetrahydrofuran is added dropwise to a preformed mixture of 0.03 g sodium hydride and 0.35 mL furfuryl alcohol in 50 mL tetrahydrofuran. The reaction mixture is stirred at room temperature overnight, acidified with acetic acid, and concentrated in vacuo. The residue is chromatographed on silica gel using 5% ethyl acetate in methylene chloride as eluant to afford the desire... Starting materials: COC1=CC=C(C=C1[N+](=O)[O-])S(=O)(=O)N (4-methoxy-5-nitrobenzenesulphonamide). The reagents and catalysts are [Ni] (nickel). Solvent: alcohol. Yields the product NC=1C=C(C=CC1OC)S(=O)(=O)N (3-amino-4-methoxybenzenesulphonamide). As a reaction SMILES: [CH3:1][O:2][C:3]1[C:8]([N+:9]([O-])=O)=[CH:7][C:6]([S:12]([NH2:15])(=[O:14])=[O:13])=[CH:5][CH:4]=1>[Ni]>[NH2:9][C:8]1[CH:7]=[C:6]([S:12]([NH2:15])(=[O:13])=[O:14])[CH:5]=[CH:4][C:3]=1[O:2][CH3:1]. Procedure details: 0.1 mol (23.2 g) of 4-methoxy-5-nitrobenzenesulphonamide is dissolved in 300 ml of absolute alcohol and 10 g of nickel prepared by the RANEY process are added. The solution is hydrogenated at atmospheric pressure and at room temperature while stirring. The catalyst is separated and then washed with two portions of 50 ml of alcohol; the solution is concentrated under reduced pressure; the 3-amino-4-methoxybenzenesulphonamide crystallizes. The reactants are FC1=C(C=CC(=C1)F)[C@]1(OC1)[C@H](C)O ((1S)-1-[(2R)-(2,4-difluorophenyl)-2-oxiranyl]ethanol), FC(COC1=CC=C(C=C1)N1CCN(CC1)C1=CC=C(C=C1)N1C(NN=C1)=O)(C(F)F)F (4-[4-[4-[4-(2,2,3,3-tetrafluoropropoxy)phenyl]-1-piperazinyl]phenyl]-3(2H,4H)-1,2,4-triazolone). Yields the product FC1=C(C=CC(=C1)F)[C@]1([C@@H](C)N2N=CN(C2=O)C2=CC=C(C=C2)N2CCN(CC2)C2=CC=C(C=C2)OCC(C(F)F)(F)F)CO1 (2-[(1R,2S)-2-(2,4-difluorophenyl)- 2,3-epoxy-1-methylpropyl]-4-[4-[4-[4-(2,2,3,3-tetrafluoropropoxy)phenyl]-1-piperazinyl]phenyl]-3(2H,4H)-1,2,4-triazolone). Isolated yield 21.4%. As a reaction SMILES: [F:1][C:2]1[CH:7]=[C:6]([F:8])[CH:5]=[CH:4][C:3]=1[C@:9]1([C@@H:12](O)[CH3:13])[CH2:11][O:10]1.[F:15][C:16]([F:46])([CH:43]([F:45])[F:44])[CH2:17][O:18][C:19]1[CH:24]=[CH:23][C:22]([N:25]2[CH2:30][CH2:29][N:28]([C:31]3[CH:36]=[CH:35][C:34]([N:37]4[CH:41]=[N:40][NH:39][C:38]4=[O:42])=[CH:33][CH:32]=3)[CH2:27][CH2:26]2)=[CH:21][CH:20]=1>>[F:1][C:2]1[CH:7]=[C:6]([F:8])[CH:5]=[CH:4][C:3]=1[C@:9]1([O:10][CH2:11]1)[C@H:12]([N:39]1[C:38](=[O:42])[N:37]([C:34]2[CH:33]=[CH:32][C:31]([N:28]3[CH2:27][CH2:26][N:25]([C:22]4[CH:21]=[CH:20][C:19]([O:18][CH2:17][C:16]([F:15])([F:46])[CH:43]([F:44])[F:45])=[CH:24][CH:23]=4)[CH2:30][CH2:29]3)=[CH:36][CH:35]=2)[CH:41]=[N:40]1)[CH3:13]. Procedure details: In the same manner as in Reference Example 5, starting from 0.31 g of (1S)-1-[(2R)-(2,4-difluorophenyl)-2-oxiranyl]ethanol and 0.50 g of 4-[4-[4-[4-(2,2,3,3-tetrafluoropropoxy)phenyl]-1-piperazinyl]phenyl]-3(2H,4H)-1,2,4-triazolone, 0.15 g of 2-[(1R,2S)-2-(2,4-difluorophenyl)- 2,3-epoxy-1-methylpropyl]-4-[4-[4-[4-(2,2,3,3-tetrafluoropropoxy)phenyl]-1-piperazinyl]phenyl]-3(2H,4H)-1,2,4-triazolone was obtained as a colorless powder.